Task: describe an organic reaction: reactants, conditions, products, and yield. Dataset: the Open Reaction Database (ORD), a public repository of structured organic reaction records Reactants: C1COCCO1, CCOC(C)=O, COc1ccc2c(c1)c(CNO)c(C)n2C(=O)c1ccc(Cl)cc1, Cl, [N-]=C=O, [Na+], O. Yields the product COc1ccc2c(c1)c(CN(O)C(N)=O)c(C)n2C(=O)c1ccc(Cl)cc1. RXN SMILES: [CH2:30]1[O:31][CH2:32][CH2:33][O:34][CH2:35]1.[CH3:37][CH2:38][O:39][C:40](=[O:41])[CH3:42].[Cl:1][c:2]1[cH:3][cH:4][c:5]([C:6](=[O:7])[n:8]2[c:9]([CH3:22])[c:10]([CH2:19][NH:20][OH:21])[c:11]3[cH:12][c:13]([O:17][CH3:18])[cH:14][cH:15][c:16]23)[cH:23][cH:24]1.[ClH:29].[N-:25]=[C:26]=[O:27].[Na+:28].[OH2:36]>>[Cl:1][c:2]1[cH:3][cH:4][c:5]([C:6](=[O:7])[n:8]2[c:9]([CH3:22])[c:10]([CH2:19][N:20]([OH:21])[C:26]([NH2:25])=[O:27])[c:11]3[cH:12][c:13]([O:17][CH3:18])[cH:14][cH:15][c:16]23)[cH:23][cH:24]1. The reactants are BrC1=C(CNC[C@H]([C@H](CC2=CC(=CC(=C2)F)F)NC(C)=O)O)C=C(C=C1)Br.BrN(CC1=CC=CC=C1)Br (dibromobenzylamine (1S,2R) N-[3-(2,5-Dibromo-benzylamino)-1-(3,5-difluoro-benzyl)-2-hydroxy-propyl]-acetamide), C1CCOC1 (THF), [I-].C(C(C)(C)C)[Zn+] (neopentylzinc iodide). Reagents/catalysts: C1=CC=C(C=C1)P([C-]2C=CC=C2)C3=CC=CC=C3.C1=CC=C(C=C1)P([C-]2C=CC=C2)C3=CC=CC=C3.Cl[Pd]Cl.[Fe+2] ([1,1′-bis(diphenylphosphino)ferrocene]dichloropalladium(II)). Run in ClCCl (dichloromethane). Run at time 8 hour. Product: BrC=1C=C(CNC[C@H]([C@H](CC2=CC(=CC(=C2)F)F)NC(C)=O)O)C=C(C1)CC(C)(C)C ((1S,2R) N-[3-[3-Bromo-5-(2,2-dimethyl-propyl)-benzylamino]-1-(3,5-difluoro-benzyl)-2-hydroxy-propyl]-acetamide). As a reaction SMILES: Br[C:2]1[CH:26]=[CH:25][C:24]([Br:27])=[CH:23][C:3]=1[CH2:4][NH:5][CH2:6][C@@H:7]([OH:22])[C@@H:8]([NH:18][C:19](=[O:21])[CH3:20])[CH2:9][C:10]1[CH:15]=[C:14]([F:16])[CH:13]=[C:12]([F:17])[CH:11]=1.BrN(Br)CC1C=CC=CC=1.C1COCC1.[I-].[CH2:44]([Zn+])[C:45]([CH3:48])([CH3:47])[CH3:46]>C1C=CC(P(C2C=CC=CC=2)[C-]2C=CC=C2)=CC=1.C1C=CC(P(C2C=CC=CC=2)[C-]2C=CC=C2)=CC=1.Cl[Pd]Cl.[Fe+2].ClCCl>[Br:27][C:24]1[CH:23]=[C:3]([CH:2]=[C:26]([CH2:44][C:45]([CH3:48])([CH3:47])[CH3:46])[CH:25]=1)[CH2:4][NH:5][CH2:6][C@@H:7]([OH:22])[C@@H:8]([NH:18][C:19](=[O:21])[CH3:20])[CH2:9][C:10]1[CH:15]=[C:14]([F:16])[CH:13]=[C:12]([F:17])[CH:11]=1 |f:0.1,3.4,5.6.7.8|. Procedure details: To dibromobenzylamine (1S,2R) N-[3-(2,5-Dibromo-benzylamino)-1-(3,5-difluoro-benzyl)-2-hydroxy-propyl]-acetamide (0.504 g, 1.0 mM, 1 eq) was added 0.5 M THF solution of neopentylzinc iodide (20 mL, 10 eq) and 0.082 g, (0.1 mM, 0.1 eq) of [1,1′-bis(diphenylphosphino)ferrocene]dichloropalladium(II), complex with dichloromethane (Pd(dppf)Cl2 CH2Cl2). A reaction mixture was stirred overnight at room temperature. The reaction was quenched with a saturated aqueous solution of NH4Cl (20 mL) and extract... The reactants are Cc1cccnc1Cl, ClCCl, Cl, NC(N)=O, O=C(O)C(F)(F)F, OO. Product: Cc1ccc[n+]([O-])c1Cl. As a reaction SMILES: [Cl:1][c:2]1[n:3][cH:4][cH:5][cH:6][c:7]1[CH3:8].[Cl:23][CH2:24][Cl:25].[ClH:22].[NH2:11][C:12](=[O:13])[NH2:14].[OH:15][C:16]([C:17]([F:18])([F:19])[F:20])=[O:21].[OH:9][OH:10]>>[Cl:1][c:2]1[n+:3]([O-:13])[cH:4][cH:5][cH:6][c:7]1[CH3:8]. Starting materials: CO, [H][H], N, c1ccsc1, Nc1ccc(C(c2ccccc2)n2ccnc2)cc1[N+](=O)[O-]. Yields the product Nc1ccc(C(c2ccccc2)n2ccnc2)cc1N. As a reaction SMILES: [CH3:31][OH:32].[H:29][H:30].[NH3:28].[cH:23]1[cH:24][s:25][cH:26][cH:27]1.[n:1]1([CH:6]([c:7]2[cH:8][c:9]([N+:14]([O-:15])=[O:16])[c:10]([NH2:13])[cH:11][cH:12]2)[c:17]2[cH:18][cH:19][cH:20][cH:21][cH:22]2)[cH:2][n:3][cH:4][cH:5]1>>[n:1]1([CH:6]([c:7]2[cH:8][c:9]([NH2:14])[c:10]([NH2:13])[cH:11][cH:12]2)[c:17]2[cH:18][cH:19][cH:20][cH:21][cH:22]2)[cH:2][n:3][cH:4][cH:5]1.